The task is: describe an organic reaction: reactants, conditions, products, and yield. This data is from the Open Reaction Database (ORD), a public repository of structured organic reaction records. The reactants are ClC=1C(=[N+](C=CC1)[O-])C#N (3-chloro-2-cyanopyridine-N-oxide), RXN, RXN, C(CS)(=O)OC (Methyl thioglycolate), C[O-].[Na+] (sodium methoxide). The solvent is CN(C)C=O (DMF). Yields the product NC1=C(SC=2C1=[N+](C=CC2)[O-])C(=O)OC (3-amino-2-carbomethoxythieno[3,2-b]pyridine-4-oxide). Isolated yield 60.0%. As a reaction SMILES: Cl[C:2]1[C:3]([C:9]#[N:10])=[N+:4]([O-:8])[CH:5]=[CH:6][CH:7]=1.[C:11]([O:15][CH3:16])(=[O:14])[CH2:12][SH:13].C[O-].[Na+]>CN(C=O)C>[NH2:10][C:9]1[C:3]2=[N+:4]([O-:8])[CH:5]=[CH:6][CH:7]=[C:2]2[S:13][C:12]=1[C:11]([O:15][CH3:16])=[O:14] |f:2.3|. Reported procedure: To a solution of 3-chloro-2-cyanopyridine (40g, 0.29 mol) in 500 mL acetic acid added hydrogen peroxide (30%, 52 g, 0.45 mol) dropwise. After stirring at 90° C. for 18 h, the reaction is cooled to 25° C. and a solution of sodium sulfite (57 g, 0.45 mol) in H2O is added dropwise. The reaction is concentrated to remove the bulk of the acetic acid and the residue is partitioned between 1M NaOH and CH2Cl2. The CH2Cl2 layer is dried (MgSO4), filtered, concentrated, and recrystallized from EtOAc to pr... Reactants: O=[O+][O-].O=O (ozone oxygen), C1(=CC=CC=C1)C(C1=CC=CC=C1)OC(C(C(C)=C)N1C(C(C1SS(=O)(=O)C1=CC=C(C=C1)C)NC(C(C1=CC=CC=C1)NC(=O)OC(C)(C)C)=O)=O)=O (2-[4-(p-toluenesulphonylthio)-3-(α-tert.butoxycarbonylamino-α-phenylacetylamino)-2-oxoazetidin-1-yl]-3-methylene-butyric acid diphenylmethyl ester), CSC (dimethyl sulphide). Solvent: C(Cl)Cl (methylene chloride). Reaction conditions: time 7 minute. Product: C1(=CC=CC=C1)C(C1=CC=CC=C1)OC(\C(=C(\C)/O)\N1C(C(C1SS(=O)(=O)C1=CC=C(C=C1)C)NC(C(C1=CC=CC=C1)NC(=O)OC(C)(C)C)=O)=O)=O (2-[4-(p-toluenesulphonylthio)-3-(α-tert.butoxycarbonylamino-α-phenylacetylamino)-2-oxoazetidin-1-yl]-3-hydroxy-crotonic acid diphenylmethyl ester). RXN SMILES: O=[O+][O-].[O:4]=O.[C:6]1([CH:12]([O:19][C:20](=[O:59])[CH:21]([N:25]2[CH:28]([S:29][S:30]([C:33]3[CH:38]=[CH:37][C:36]([CH3:39])=[CH:35][CH:34]=3)(=[O:32])=[O:31])[CH:27]([NH:40][C:41](=[O:57])[CH:42]([NH:49][C:50]([O:52][C:53]([CH3:56])([CH3:55])[CH3:54])=[O:51])[C:43]3[CH:48]=[CH:47][CH:46]=[CH:45][CH:44]=3)[C:26]2=[O:58])[C:22](=[CH2:24])C)[C:13]2[CH:18]=[CH:17][CH:16]=[CH:15][CH:14]=2)[CH:11]=[CH:10][CH:9]=[CH:8][CH:7]=1.CSC>C(Cl)Cl>[C:6]1([CH:12]([O:19][C:20](=[O:59])/[C:21](/[N:25]2[CH:28]([S:29][S:30]([C:33]3[CH:34]=[CH:35][C:36]([CH3:39])=[CH:37][CH:38]=3)(=[O:31])=[O:32])[CH:27]([NH:40][C:41](=[O:57])[CH:42]([NH:49][C:50]([O:52][C:53]([CH3:55])([CH3:54])[CH3:56])=[O:51])[C:43]3[CH:48]=[CH:47][CH:46]=[CH:45][CH:44]=3)[C:26]2=[O:58])=[C:22](\[OH:4])/[CH3:24])[C:13]2[CH:14]=[CH:15][CH:16]=[CH:17][CH:18]=2)[CH:11]=[CH:10][CH:9]=[CH:8][CH:7]=1 |f:0.1|. Procedure details: An ozone/oxygen stream (0.5 mmol per minute) is passed for 7 minutes into a solution, cooled to -70° C., of 2.30 g (3.0 mmols) of 2-[4-(p-toluenesulphonylthio)-3-(α-tert.butoxycarbonylamino-α-phenylacetylamino)-2-oxoazetidin-1-yl]-3-methylene-butyric acid diphenylmethyl ester in 230 ml of methylene chloride. After adding 1 ml of dimethyl sulphide, the solution is stirred for a further hour without cooling and is then concentrated by evaporation in vacuo. The residue is recrystallised from methyl... The reactants are Cl (hydrochloric acid), ClC1=CC=C(C=C1)S(=O)(=O)N1C(N=C(C(=C1)F)N=CN(C)C)=O (N′-[1-(4-chloro-benzenesulfonyl)-5-fluoro-2-oxo-1,2-dihydro-pyrimidin-4-yl]-N,N-dimethylformamidine). Run in O1CCOCC1 (dioxane). As a reaction SMILES: Cl.[Cl:2][C:3]1[CH:8]=[CH:7][C:6]([S:9]([N:12]2[CH:17]=[C:16]([F:18])[C:15]([N:19]=CN(C)C)=[N:14][C:13]2=[O:24])(=[O:11])=[O:10])=[CH:5][CH:4]=1>O1CCOCC1>[NH2:19][C:15]1[C:16]([F:18])=[CH:17][N:12]([S:9]([C:6]2[CH:5]=[CH:4][C:3]([Cl:2])=[CH:8][CH:7]=2)(=[O:11])=[O:10])[C:13](=[O:24])[N:14]=1. Run at time 16 hour. Isolated yield 86.1%. Procedure: To an 8 mL screw-cap vial was added dioxane (9 mL), 1 N aqueous hydrochloric acid (HCl; 1 mL), and N′-[1-(4-chloro-benzenesulfonyl)-5-fluoro-2-oxo-1,2-dihydro-pyrimidin-4-yl]-N,N-dimethylformamidine (269 mg, 0.75 mmol). The mixture was shaken at room temperature for 16 h, evaporated under a stream of nitrogen, and partitioned between EtOAc and satd aq NaHCO3. The organic phase was dried over MgSO4, filtered, and evaporated to yield the title product as a white solid (196 mg, 86%): mp 174-178° C.... Yields the product NC1=NC(N(C=C1F)S(=O)(=O)C1=CC=C(C=C1)Cl)=O (4-amino-1-(4-chloro-benzenesulfonyl)-5-fluoro-1H-pyrimidin-2-one). Reactants: NC1=C(N=NC2=C(C=CC=C12)Br)C(=O)NCCC (4-amino-8-bromo-N-propyl-cinnoline-3-carboxamide), COC=1C=C(C=C(C1)OC)B1OC(C(O1)(CC)CC)(CC)CC (2-(3,5-dimethoxyphenyl)-4,4,5,5-tetraethyl-(1,3,2)-dioxaborolane). Product: NC1=C(N=NC2=C(C=CC=C12)C1=CC(=CC(=C1)OC)OC)C(=O)NCCC (4-amino-8-(3,5-dimethoxyphenyl)-N-propyl-cinnoline-3-carboxamide). Isolated yield 91.0%. Reaction SMILES: [NH2:1][C:2]1[C:11]2[C:6](=[C:7](Br)[CH:8]=[CH:9][CH:10]=2)[N:5]=[N:4][C:3]=1[C:13]([NH:15][CH2:16][CH2:17][CH3:18])=[O:14].[CH3:19][O:20][C:21]1[CH:22]=[C:23](B2OC(CC)(CC)C(CC)(CC)O2)[CH:24]=[C:25]([O:27][CH3:28])[CH:26]=1>>[NH2:1][C:2]1[C:11]2[C:6](=[C:7]([C:23]3[CH:22]=[C:21]([O:20][CH3:19])[CH:26]=[C:25]([O:27][CH3:28])[CH:24]=3)[CH:8]=[CH:9][CH:10]=2)[N:5]=[N:4][C:3]=1[C:13]([NH:15][CH2:16][CH2:17][CH3:18])=[O:14]. Procedure: Using method A, 4-amino-8-bromo-N-propyl-cinnoline-3-carboxamide (100 mg, 0.33 mmol) and 2-(3,5-dimethoxyphenyl)-4,4,5,5-tetraethyl-(1,3,2)-dioxaborolane (256 mg, 0.97 mmol) were reacted to afford the title compound (110 mg, 93.9% yield) as an off-white solid. 1H NMR (300 MHz, CDCl3) δ 8.57 (br, 1H), 7.87 (d, J=8.2 Hz, 1H), 7.79 (dd, J=7.2 Hz, J′=1.3 Hz, 1H), 7.71 (t, J=7.7 Hz, 1H), 6.79 (d, 3H), 3.83 (s, 6H), 3.47 (q, J=6.7 Hz, 2H), 1.67 (m, J=7.3 Hz, 2H), 1.01 (t, J=7.4 Hz, 3H) MS APCI, m/z=36... Reactants: C(C)OC(C=CC1=COC2=C1C=C(C=C2)C=O)=O (3-(5-Formyl-benzofuran-3-yl)-acrylic acid ethyl ester), C(C)OC(C=CC1=COC2=C1C=C(C=C2)C=O)=O (3-(5-Formyl-benzofuran-3-yl)-acrylic acid ethyl ester). Reagents/catalysts: [Pd] (Palladium on charcoal). The solvent is CCOC(=O)C (EtOAc). Run at time 12 hour. Product: C(C)OC(CCC1=COC2=C1C=C(C=C2)C=O)=O (3-(5-Formyl-benzofuran-3-yl)-propionic acid ethyl ester). Isolated yield 79.3%. As a reaction SMILES: [CH2:1]([O:3][C:4](=[O:18])[CH:5]=[CH:6][C:7]1[C:11]2[CH:12]=[C:13]([CH:16]=[O:17])[CH:14]=[CH:15][C:10]=2[O:9][CH:8]=1)[CH3:2]>CCOC(C)=O.[Pd]>[CH2:1]([O:3][C:4](=[O:18])[CH2:5][CH2:6][C:7]1[C:11]2[CH:12]=[C:13]([CH:16]=[O:17])[CH:14]=[CH:15][C:10]=2[O:9][CH:8]=1)[CH3:2]. Reported procedure: 100 mg of 3-(5-Formyl-benzofuran-3-yl)-acrylic acid ethyl ester (intermediate 62) were dissolved in EtOAc in the presence of Palladium on charcoal and Argon. To this was connected a H2-balloon and hydrogenation was carried out for 12 h. The palladium was filtered off and the solvents were evaporated affording pure title compound (80 mg, 80%). The reactants are C(\C=C/C(=O)O)(=O)O.ClC=1C=C(C=CC1Cl)CC(=O)N1[C@H](C[C@H](CC1)C(=O)OC)CN1CCCC1 (cis-Methyl 1-[(3,4-dichlorophenyl)acetyl]-2-(1-pyrrolidinylmethyl)-4-piperidinecarboxylate maleate), base, N (ammonia). Run in C(C)O (ethanol). Product: Cl.ClC=1C=C(C=CC1Cl)CC(=O)N1[C@H](C[C@H](CC1)C(=O)N)CN1CCCC1 (cis-1-[(3,4-Dichlorophenyl)acetyl]-2-(1-pyrrolidinylmethyl)-4-piperidinecarboxamide hydrochloride). RXN SMILES: C(O)(=O)/C=C\C(O)=O.[Cl:9][C:10]1[CH:11]=[C:12]([CH2:17][C:18]([N:20]2[CH2:25][CH2:24][C@H:23]([C:26]([O:28]C)=O)[CH2:22][C@@H:21]2[CH2:30][N:31]2[CH2:35][CH2:34][CH2:33][CH2:32]2)=[O:19])[CH:13]=[CH:14][C:15]=1[Cl:16].[NH3:36]>C(O)C>[ClH:9].[Cl:9][C:10]1[CH:11]=[C:12]([CH2:17][C:18]([N:20]2[CH2:25][CH2:24][C@H:23]([C:26]([NH2:36])=[O:28])[CH2:22][C@@H:21]2[CH2:30][N:31]2[CH2:32][CH2:33][CH2:34][CH2:35]2)=[O:19])[CH:13]=[CH:14][C:15]=1[Cl:16] |f:0.1,4.5|. Procedure: A solution of the product of Example 3 as the free base (0.25 g) in a mixture of ethanol (5 ml) and liquid ammonia (50 ml) was heated at 100° for 3 days in an autoclave. The solvent was evaporated and the residue was purified by flash chromatography eluting with dichloromethane/methanol/ammonia 100:10:2 as eluent to give the free base of the title compound as an oil (0.14 g). A solution of the oil in a mixture of diethyl ether and methyl acetate was treated with ethereal hydrogen chloride. The r... Starting materials: ClC=1C=C(C=CC1)C(CCCCN1CCC(CC1)C=1C=C(C=CC1)NC(C(C)C)=O)=O (N-(3-{1-[5-(3-chlorophenyl)-5-oxopentyl]-4-piperidinyl}phenyl)-2-methylpropanamide), Cl.C1(=CC=CC=C1)N(N)C1=CC=CC=C1 (1,1-diphenylhydrazine hydrochloride). Yields the product ClC=1C=C(C=CC1)C=1N(C2=CC=CC=C2C1CCCN1CCC(CC1)C=1C=C(C=CC1)NC(C(C)C)=O)C1=CC=CC=C1 (N-[3-(1-{3-[2-(3-CHLOROPHENYL)-1-PHENYL-1H-INDOL-3-YL]PROPYL}-4-PIPERIDINYL)PHENYL]-2-METHYLPROPANAMIDE). Reaction SMILES: [Cl:1][C:2]1[CH:3]=[C:4]([C:8](=O)[CH2:9][CH2:10][CH2:11][CH2:12][N:13]2[CH2:18][CH2:17][CH:16]([C:19]3[CH:20]=[C:21]([NH:25][C:26](=[O:30])[CH:27]([CH3:29])[CH3:28])[CH:22]=[CH:23][CH:24]=3)[CH2:15][CH2:14]2)[CH:5]=[CH:6][CH:7]=1.Cl.[C:33]1([N:39]([C:41]2[CH:46]=[CH:45][CH:44]=[CH:43][CH:42]=2)N)[CH:38]=[CH:37][CH:36]=[CH:35][CH:34]=1>>[Cl:1][C:2]1[CH:3]=[C:4]([C:8]2[N:39]([C:41]3[CH:46]=[CH:45][CH:44]=[CH:43][CH:42]=3)[C:33]3[C:34]([C:9]=2[CH2:10][CH2:11][CH2:12][N:13]2[CH2:18][CH2:17][CH:16]([C:19]4[CH:20]=[C:21]([NH:25][C:26](=[O:30])[CH:27]([CH3:29])[CH3:28])[CH:22]=[CH:23][CH:24]=4)[CH2:15][CH2:14]2)=[CH:35][CH:36]=[CH:37][CH:38]=3)[CH:5]=[CH:6][CH:7]=1 |f:1.2|. Reported procedure: Prepared by Procedure E and Scheme M using N-(3-{1-[5-(3-chlorophenyl)-5-oxopentyl]-4-piperidinyl}phenyl)-2-methylpropanamide and 1,1-diphenylhydrazine hydrochloride: ESMS m/e: 590.3 (M+H)+. Starting materials: BrCc1ccccc1, CCc1cc(C=O)cc(C)c1O, CC#N, [K+], [K+], O=C([O-])[O-], O. Yields the product CCc1cc(C=O)cc(C)c1OCc1ccccc1. As a reaction SMILES: [Br:19][CH2:20][c:21]1[cH:22][cH:23][cH:24][cH:25][cH:26]1.[CH2:1]([CH3:2])[c:3]1[cH:4][c:5]([CH:6]=[O:7])[cH:8][c:9]([CH3:12])[c:10]1[OH:11].[CH3:27][C:28]#[N:29].[K+:13].[K+:14].[O-:15][C:16]([O-:17])=[O:18].[OH2:30]>>[CH2:1]([CH3:2])[c:3]1[cH:4][c:5]([CH:6]=[O:7])[cH:8][c:9]([CH3:12])[c:10]1[O:11][CH2:20][c:21]1[cH:22][cH:23][cH:24][cH:25][cH:26]1.